Dataset: the Open Reaction Database (ORD), a public repository of structured organic reaction records. Task: describe an organic reaction: reactants, conditions, products, and yield Reactants: C(C)(C)(C)OC(N(C)CCO)=O ((2-hydroxy-ethyl)-methyl-carbamic acid tert-butyl ester), [OH-].[K+] (KOH), Cl (HCl), crude material, BrCCF (1-bromo-2-fluoro-ethane). The reagents and catalysts are [N+](CCCC)(CCCC)(CCCC)CCCC.[O-]S(=O)(=O)O (Bu4NHSO4). The solvent is CCOC(=O)C.CCCCCC (EtOAc hexane), C1(=CC=CC=C1)C (toluene), O (water). Conditions: temperature 80 celsius. The product is C(C)(C)(C)OC(N(C)CCOCCF)=O ([2-(2-Fluoro-ethoxy)-ethyl]-methyl-carbamic acid tert-butyl ester). The yield is 37.9%. RXN SMILES: [C:1]([O:5][C:6](=[O:12])[N:7]([CH2:9][CH2:10][OH:11])[CH3:8])([CH3:4])([CH3:3])[CH3:2].[OH-].[K+].Br[CH2:16][CH2:17][F:18].Cl>C1(C)C=CC=CC=1.[N+](CCCC)(CCCC)(CCCC)CCCC.[O-]S(O)(=O)=O.CCOC(C)=O.CCCCCC.O>[C:1]([O:5][C:6](=[O:12])[N:7]([CH2:9][CH2:10][O:11][CH2:16][CH2:17][F:18])[CH3:8])([CH3:4])([CH3:2])[CH3:3] |f:1.2,6.7,8.9|. Procedure: To a solution of (2-hydroxy-ethyl)-methyl-carbamic acid tert-butyl ester (CAS Nr. 57561-39-4; 2.50 g, 14.3 mmol) in toluene (35 ml) was added powered KOH (2.8 g, 50 mmol) and Bu4NHSO4 (0.97 mg, 2.86 mmol). The reaction mixture was stirred vigorously and heated to 50° C. while neat 1-bromo-2-fluoro-ethane (2.72 g, 21.4 mmol) was added slowly. The temperature was increased to 80° C. and maintained for 3-5 h. The reaction mixture was cooled to RT, water was added (50 ml) and the pH was adjusted to ... Reactants: C1CNCCC1O, C1=CC(=CC(=C1)Br)C(F)(F)F. The reagents and catalysts are C(=O)([O-])[O-].[Cs+].[Cs+], C1=CC=C(C=C1)P(C2=CC=CC=C2)C3=C(C4=CC=CC=C4C=C3)C5=C(C=CC6=CC=CC=C65)P(C7=CC=CC=C7)C8=CC=CC=C8, CC(=O)O.CC(=O)O.[Pd]. Solvent: C1COCCO1. Conditions: temperature 100 celsius. The product is C1CN(CCC1O)C2=CC=CC(=C2)C(F)(F)F. Isolated yield 43.1%. Procedure: A mixture of 1-bromo-3-(trifluoromethyl)benzene (6.13 mL, 44.44 mmol), piperidin-4-ol (5.608 g, 55.44 mmol), diacetoxypalladium (0.200 g, 0.89 mmol), 2,2'-bis(diphenylphosphino)-1,1'-binaphthyl (0.553 g, 0.89 mmol) and cesium carbonate (18.10 g, 55.55 mmol) in dioxane (100 mL) was evacuated and backfilled with N2 three times and then it was heated at 100 °C for 6h.  The mixture was filtered through filter agent(supercell), washed with EtOAc. The combined filtrate was concentrated. The residue wa... Starting materials: BrC=1C=CC(=C(C1)C1=NC2=NC=CN=C2C(N1)=O)F (2-(5-bromo-2-fluorophenyl)pteridin-4-one), CC(CCNC1=CC=NC=C1)(C)C (4-(3,3-dimethylbutylamino)pyridine), C(CCC)N(C1=NC(=NC2=NC=CN=C12)C1=C(C=CC(=C1)Br)F)C1=CC=NC=C1 (4-[(butyl)(4-pyridyl)amino]-2-(5-bromo-2-fluorophenyl)pteridine). Product: BrC=1C=CC(=C(C1)C1=NC2=NC=CN=C2C(=N1)N(C1=CC=NC=C1)CCC(C)(C)C)F (2-(5-bromo-2-fluorophenyl)-4-[(3,3-dimethylbutyl)(4-pyridyl)amino]pteridine). As a reaction SMILES: [Br:1][C:2]1[CH:3]=[CH:4][C:5]([F:19])=[C:6]([C:8]2[NH:17][C:16](=O)[C:15]3[C:10](=[N:11][CH:12]=[CH:13][N:14]=3)[N:9]=2)[CH:7]=1.[CH3:20][C:21]([CH3:32])([CH3:31])[CH2:22][CH2:23][NH:24][C:25]1[CH:30]=[CH:29][N:28]=[CH:27][CH:26]=1.C(N(C1C=CN=CC=1)C1C2C(=NC=CN=2)N=C(C2C=C(Br)C=CC=2F)N=1)CCC>>[Br:1][C:2]1[CH:3]=[CH:4][C:5]([F:19])=[C:6]([C:8]2[N:17]=[C:16]([N:24]([CH2:23][CH2:22][C:21]([CH3:32])([CH3:31])[CH3:20])[C:25]3[CH:30]=[CH:29][N:28]=[CH:27][CH:26]=3)[C:15]3[C:10](=[N:11][CH:12]=[CH:13][N:14]=3)[N:9]=2)[CH:7]=1. Procedure: The title product was synthesized by reaction of the 2-(5-bromo-2-fluorophenyl)-pteridin-4-one 104 with 4-(3,3-dimethylbutylamino)pyridine following the procedure described for 4-[(butyl)(4-pyridyl)amino]-2-(5-bromo-2-fluorophenyl)pteridine 3.